From a dataset of the Open Reaction Database (ORD), a public repository of structured organic reaction records. describe an organic reaction: reactants, conditions, products, and yield The product is O=C(CO)c1ccc(F)cc1. As a reaction SMILES: [Br:1][CH2:2][C:3](=[O:4])[c:5]1[cH:6][cH:7][c:8]([F:11])[cH:9][cH:10]1.[CH2:17]([OH:18])[CH3:19].[CH:12](=[O:13])[O-:14].[Na+:15].[OH2:16]>>[CH2:2]([C:3](=[O:4])[c:5]1[cH:6][cH:7][c:8]([F:11])[cH:9][cH:10]1)[OH:13]. The reactants are O=C(CBr)c1ccc(F)cc1, CCO, O=C[O-], [Na+], O.